Dataset: the Open Reaction Database (ORD), a public repository of structured organic reaction records. Task: describe an organic reaction: reactants, conditions, products, and yield Starting materials: C1CCC2=NCCCN2CC1, CNCC1CNCC1C, CC#N, O=C(O)c1cn(C2CC2)c2c(F)c(F)c(F)cc2c1=O. Product: CNCC1CN(c2c(F)cc3c(=O)c(C(=O)O)cn(C4CC4)c3c2F)CC1C. Reaction SMILES: [CH2:30]1[CH2:31][CH2:32][C:33]2=[N:38][CH2:37][CH2:36][CH2:35][N:34]2[CH2:39][CH2:40]1.[CH3:21][NH:22][CH2:23][CH:24]1[CH2:25][NH:26][CH2:27][CH:28]1[CH3:29].[CH3:41][C:42]#[N:43].[CH:1]1([n:4]2[cH:5][c:6]([C:18](=[O:19])[OH:20])[c:7](=[O:17])[c:8]3[cH:9][c:10]([F:16])[c:11]([F:15])[c:12]([F:14])[c:13]23)[CH2:2][CH2:3]1>>[CH:1]1([n:4]2[cH:5][c:6]([C:18](=[O:19])[OH:20])[c:7](=[O:17])[c:8]3[cH:9][c:10]([F:16])[c:11]([N:26]4[CH2:25][CH:24]([CH2:23][NH:22][CH3:21])[CH:28]([CH3:29])[CH2:27]4)[c:12]([F:14])[c:13]23)[CH2:2][CH2:3]1. Reactants: NC(=O)NC(=O)c1ccc2ncccc2c1, NC1CCN(Cc2ccc3ccccc3c2)CC1, c1ccncc1. Yields the product O=C(NC(=O)c1ccc2ncccc2c1)NC1CCN(Cc2ccc3ccccc3c2)CC1. As a reaction SMILES: [NH2:19][C:20](=[O:21])[NH:22][C:23](=[O:24])[c:25]1[cH:26][c:27]2[cH:28][cH:29][cH:30][n:31][c:32]2[cH:33][cH:34]1.[NH2:1][CH:2]1[CH2:3][CH2:4][N:5]([CH2:8][c:9]2[cH:10][c:11]3[cH:12][cH:13][cH:14][cH:15][c:16]3[cH:17][cH:18]2)[CH2:6][CH2:7]1.[cH:35]1[cH:36][cH:37][n:38][cH:39][cH:40]1>>[NH:1]([CH:2]1[CH2:3][CH2:4][N:5]([CH2:8][c:9]2[cH:10][c:11]3[cH:12][cH:13][cH:14][cH:15][c:16]3[cH:17][cH:18]2)[CH2:6][CH2:7]1)[C:20](=[O:21])[NH:22][C:23](=[O:24])[c:25]1[cH:26][c:27]2[cH:28][cH:29][cH:30][n:31][c:32]2[cH:33][cH:34]1. Reactants: C(C)(=O)C=1NC=CN1 (acetylimidazole), C(C)(C)[N-]C(C)C.[Li+] (lithium diisopropylamide), C(C)(C)(C)OC(=O)N[C@H](CC(=O)OC)C(=O)OC (dimethyl (R)-N-tert-butoxycarbonylaspartate), [Cl-].[NH4+] (ammonium chloride). The solvent is O1CCCC1 (tetrahydrofuran), O (water), CCCCCC (hexane), O1CCCC1 (tetrahydrofuran). Conditions: temperature -78 celsius, time 10 minute. The product is C(C)(C)(C)OC(=O)N[C@H](C(C(=O)OC)C(C)=O)C(=O)OC (dimethyl (R)-N-tert-butoxycarbonyl-3-acetylaspartate). The yield is 38.3%. Reaction SMILES: C([N-]C(C)C)(C)C.[Li+].[C:9]([O:13][C:14]([NH:16][C@@H:17]([C:23]([O:25][CH3:26])=[O:24])[CH2:18][C:19]([O:21][CH3:22])=[O:20])=[O:15])([CH3:12])([CH3:11])[CH3:10].[C:27](C1NC=CN=1)(=[O:29])[CH3:28].[Cl-].[NH4+]>CCCCCC.O1CCCC1.O>[C:9]([O:13][C:14]([NH:16][C@@H:17]([C:23]([O:25][CH3:26])=[O:24])[CH:18]([C:27](=[O:29])[CH3:28])[C:19]([O:21][CH3:22])=[O:20])=[O:15])([CH3:11])([CH3:12])[CH3:10] |f:0.1,4.5|. Procedure: A solution of lithium diisopropylamide (30.8%, 10.5 ml, 22 m mol) in hexane was added to a solution of dimethyl (R)-N-tert-butoxycarbonylaspartate (2.61 g, 10 m mol) in tetrahydrofuran (50 ml) at -78° C. in a stream of nitrogen and the mixture was stirred for 10 minutes at -78° C. After stirring for 20 minutes at -40° C., the reaction mixture was again cooled to -78° C., to which a solution of acetylimidazole (1.32 g, 12 m mol) in tetrahydrofuran (15 ml) was added dropwise. After stirring the re... The reactants are Cl (Hydrochloric acid), CSC(OCC1=CC=CC=C1)=S (dithiocarbonic acid O-benzyl ester S-methyl ester), COC1=CC=C(C(=O)C2=CC=CC=C2)C=C1 (4-methoxybenzophenone), [NH2-].[Na+] (sodium amide). Solvent: C1(=CC=CC=C1)C (toluene). Run at time 8 hour. Yields the product C(C1=CC=CC=C1)OC(CC(=O)C1=CC=C(C=C1)OC)=S (3-(4-Methoxyphenyl)-3-oxothiopropionic acid O-benzyl ester). Isolated yield 80.1%. Reaction SMILES: [NH2-].[Na+].CS[C:5](=[S:14])[O:6][CH2:7][C:8]1[CH:13]=[CH:12][CH:11]=[CH:10][CH:9]=1.[CH3:15][O:16][C:17]1[CH:30]=[CH:29][C:20]([C:21]([C:23]2C=CC=CC=2)=[O:22])=[CH:19][CH:18]=1.Cl>C1(C)C=CC=CC=1>[CH2:7]([O:6][C:5](=[S:14])[CH2:23][C:21]([C:20]1[CH:29]=[CH:30][C:17]([O:16][CH3:15])=[CH:18][CH:19]=1)=[O:22])[C:8]1[CH:9]=[CH:10][CH:11]=[CH:12][CH:13]=1 |f:0.1|. Procedure details: To a suspension of sodium amide (1.6 g) in toluene (50 mL) was added a mixture of dithiocarbonic acid O-benzyl ester S-methyl ester (4.0 g) and 4-methoxybenzophenone (3.0 g) at room temperature and the mixture was stirred at room temperature overnight. Hydrochloric acid solution (2 mol/L, 80 mL) was added to the reaction mixture and the mixture was extracted with diethyl ether. The organic layer was washed with brine and dried over anhydrous magnesium sulfate, and the solvent was removed under r... The reactants are N[C@@H](CC1=CC=C(C=C1)OCC1=CC=CC=C1)C(=O)NCCCOC1=CC=CC=C1 (Tyr(OBn)-CONH(CH2)3OPh), CN(C)C=O (DMF), C=1C=CC2=C(C1)N=NN2O (HOBT), Fmoc-D-His(Tr)-CO2H, CN(C)C=O (DMF), CCN=C=NCCCN(C)C (EDAC). Reaction conditions: time 20 minute. The product is N[C@@H](CC1=CNC=N1)C(=O)N[C@@H](CC1=CC=C(C=C1)O)C(=O)O (His-Tyr). Reaction SMILES: C1C=CC2N([OH:10])N=NC=2C=1.C[CH2:12][N:13]=[C:14]=[N:15][CH2:16][CH2:17][CH2:18][N:19](C)C.[NH2:22][C@H:23]([C:39](NCCCOC1C=CC=CC=1)=[O:40])[CH2:24][C:25]1[CH:30]=[CH:29][C:28]([O:31]CC2C=CC=CC=2)=[CH:27][CH:26]=1.CN([CH:55]=[O:56])C>>[NH2:19][C@H:18]([C:55]([NH:22][C@H:23]([C:39]([OH:40])=[O:10])[CH2:24][C:25]1[CH:26]=[CH:27][C:28]([OH:31])=[CH:29][CH:30]=1)=[O:56])[CH2:17][C:16]1[N:15]=[CH:14][NH:13][CH:12]=1. Procedure details: To a solution of HOBT (0.48 g, 3.5 mmol) in DMF (10 mL) was added Fmoc-D-His(Tr)-CO2H (2.0 g, 3.2 mmol) followed by EDAC (0.67 g, 3.5 mmol). The mixture was stirred at room temperature for 20 minutes before adding a solution of Tyr(OBn)-CONH(CH2)3OPh (from Step 2 above, 1.4 g, 3.2 mmol) in DMF (10 mL). The mixture was stirred overnight at room temperature before partitioning between a mixture of water (20 mL) and 1:1 Et2O:EtOAc (50 mL). The layers were separated, and the organic phase was washed...